describe an organic reaction: reactants, conditions, products, and yield From a dataset of the Open Reaction Database (ORD), a public repository of structured organic reaction records. The reactants are C1CCOC1, COC(=O)CC1Cc2ccc(S(=O)(=O)N3CCN(c4ccc(C(F)(F)F)cc4)CC3)cc2C1, [Li+], [OH-]. The product is O=C(O)CC1Cc2ccc(S(=O)(=O)N3CCN(c4ccc(C(F)(F)F)cc4)CC3)cc2C1. Reaction SMILES: [CH2:36]1[O:37][CH2:38][CH2:39][CH2:40]1.[CH3:1][O:2][C:3]([CH2:4][CH:5]1[CH2:6][c:7]2[cH:8][cH:9][c:10]([S:14](=[O:15])(=[O:16])[N:17]3[CH2:18][CH2:19][N:20]([c:23]4[cH:24][cH:25][c:26]([C:29]([F:30])([F:31])[F:32])[cH:27][cH:28]4)[CH2:21][CH2:22]3)[cH:11][c:12]2[CH2:13]1)=[O:33].[Li+:35].[OH-:34]>>[O:2]=[C:3]([CH2:4][CH:5]1[CH2:6][c:7]2[cH:8][cH:9][c:10]([S:14](=[O:15])(=[O:16])[N:17]3[CH2:18][CH2:19][N:20]([c:23]4[cH:24][cH:25][c:26]([C:29]([F:30])([F:31])[F:32])[cH:27][cH:28]4)[CH2:21][CH2:22]3)[cH:11][c:12]2[CH2:13]1)[OH:33].